Task: describe an organic reaction: reactants, conditions, products, and yield. Dataset: the Open Reaction Database (ORD), a public repository of structured organic reaction records Starting materials: COc1ccc(Oc2ccc(CC3COC(C)(C)N3C(=O)OC(C)(C)C)cc2)cc1, CO, Cl, C1COCCO1. The product is Cl, COc1ccc(Oc2ccc(CC(N)CO)cc2)cc1. As a reaction SMILES: [C:1]([O:2][C:3](=[O:7])[N:8]1[C:4]([CH3:5])([CH3:6])[O:10][CH2:11][CH:12]1[CH2:13][c:14]1[cH:15][cH:16][c:17]([O:20][c:21]2[cH:22][cH:23][c:24]([O:27][CH3:28])[cH:25][cH:26]2)[cH:18][cH:19]1)([CH3:9])([CH3:29])[CH3:30].[CH3:38][OH:39].[ClH:31].[O:32]1[CH2:33][CH2:34][O:35][CH2:36][CH2:37]1>>[ClH:31].[NH2:8][CH:12]([CH2:11][OH:10])[CH2:13][c:14]1[cH:15][cH:16][c:17]([O:20][c:21]2[cH:22][cH:23][c:24]([O:27][CH3:28])[cH:25][cH:26]2)[cH:18][cH:19]1. Starting materials: [H-].[Na+] (sodium hydride), C(C)(=O)NC1=CC=C(C=C1)S (4-acetamidothiophenol), BrCC=1SC2=C(N1)C=CC=C2 (2-bromomethyl-benzothiazole). Run in CN(C=O)C (dimethylformamide), CN(C=O)C (dimethylformamide), C(C)(=O)OCC (ethyl acetate). Reaction conditions: time 2 hour. The product is S1C(=NC2=C1C=CC=C2)CSC2=CC=C(C=C2)NC(C)=O (N-[4-(Benzothiazol-2-ylmethylthio)phenyl]acetamide). Isolated yield 81.2%. As a reaction SMILES: [H-].[Na+].[C:3]([NH:6][C:7]1[CH:12]=[CH:11][C:10]([SH:13])=[CH:9][CH:8]=1)(=[O:5])[CH3:4].Br[CH2:15][C:16]1[S:17][C:18]2[CH:24]=[CH:23][CH:22]=[CH:21][C:19]=2[N:20]=1>CN(C)C=O.C(OCC)(=O)C>[S:17]1[C:18]2[CH:24]=[CH:23][CH:22]=[CH:21][C:19]=2[N:20]=[C:16]1[CH2:15][S:13][C:10]1[CH:11]=[CH:12][C:7]([NH:6][C:3](=[O:5])[CH3:4])=[CH:8][CH:9]=1 |f:0.1|. Procedure details: 79.7 mg of sodium hydride (as a 60% w/w dispersion in mineral oil) were added to a solution of 303.1 mg of 4-acetamidothiophenol in 6 ml of dimethylformamide at room temperature, followed by the addition of a solution of 454.8 mg of 2-bromomethyl-benzothiazole in 1 ml of dimethylformamide. The resulting mixture was stirred at room temperature for 2 hours, after which the reaction mixture was diluted with ethyl acetate, washed with water and then dried over anhydrous sodium sulfate. The solvent w... Reactants: [OH-].[Na+] (sodium hydroxide), C(C)(C)(C)OC(=O)N\C(\N(CC(=O)OCC)C)=N/C(=O)OC(C)(C)C (Ethyl N—{(E)-[(tert-butoxycarbonyl)amino][(tert-butoxycarbonyl)imino]methyl}-N-methylglycinate), S(O)(O)(=O)=O (sulfuric acid). The solvent is C(Cl)Cl (methylene chloride), O1CCCC1 (tetrahydrofuran). Conditions: time 1 hour. Yields the product C(C)(C)(C)OC(=O)N\C(\N(CC(=O)O)C)=N/C(=O)OC(C)(C)C (N—{(E)-[(tert-butoxycarbonyl)amino][(tert-butoxycarbonyl)imino]methyl}-N-methylglycine). RXN SMILES: [C:1]([O:5][C:6]([NH:8]/[C:9](=[N:18]\[C:19]([O:21][C:22]([CH3:25])([CH3:24])[CH3:23])=[O:20])/[N:10]([CH3:17])[CH2:11][C:12]([O:14]CC)=[O:13])=[O:7])([CH3:4])([CH3:3])[CH3:2].[OH-].[Na+].S(=O)(=O)(O)O>O1CCCC1.C(Cl)Cl>[C:22]([O:21][C:19]([NH:18]/[C:9](=[N:8]\[C:6]([O:5][C:1]([CH3:4])([CH3:3])[CH3:2])=[O:7])/[N:10]([CH3:17])[CH2:11][C:12]([OH:14])=[O:13])=[O:20])([CH3:24])([CH3:25])[CH3:23] |f:1.2|. Reported procedure: Ethyl N—{(E)-[(tert-butoxycarbonyl)amino][(tert-butoxycarbonyl)imino]methyl}-N-methylglycinate (630 mg, 1.75 mmol) was dissolved in tetrahydrofuran (6.3 mL) at room temperature. To this was added 1.0 M aqueous sodium hydroxide (0.75 mL, 1.75 mmol). The mixture was stirred at room temperature for 1 hour and then concentrated under vacuum to remove the tetrahydrofuran. The mixture was cooled in an ice bath and acidified with 1 M aqueous sulfuric acid (1.72 mL, 1.75 mmol). The mixture was diluted w... Reactants: Oc1nncc2ccc(C(F)(F)F)cc12, O=P(Cl)(Cl)Cl. The product is FC(F)(F)c1ccc2cnnc(Cl)c2c1. Reaction SMILES: [F:1][C:2]([c:3]1[cH:4][cH:5][c:6]2[cH:7][n:8][n:9][c:10]([OH:13])[c:11]2[cH:12]1)([F:14])[F:15].[P:16]([Cl:17])([Cl:18])([Cl:19])=[O:20]>>[F:1][C:2]([c:3]1[cH:4][cH:5][c:6]2[cH:7][n:8][n:9][c:10]([Cl:18])[c:11]2[cH:12]1)([F:14])[F:15]. Starting materials: O(C1=CC=CC=C1)C1=CC=C(CN)C=C1 (4-phenoxybenzylamine), COC(COC1=CC=C(C=C1)CN)=O (methyl[4-(aminomethyl)phenoxy]acetate), acetate salt, ClCC=1N=C(SC1)C1=CC=C(C(=O)Cl)C=C1 (4-[4-(chloromethyl)-1,3-thiazol-2-yl]benzoyl chloride), C1(CCCCC1)C(=O)Cl (cyclohexanecarbonyl chloride). Product: C1(CCCCC1)C(=O)N(CC=1N=C(SC1)C1=CC=C(C=C1)C(=O)NCC1=CC=C(C=C1)OC1=CC=CC=C1)CC1=CC=C(OCC(=O)O)C=C1 ({4-[((cyclohexylcarbonyl){[2-(4-{[(4-phenoxybenzyl)amino]carbonyl}-phenyl)-1,3-thiazol-4-yl]methyl}amino)methyl]phenoxy}acetic acid). As a reaction SMILES: [O:1]([C:8]1[CH:15]=[CH:14][C:11]([CH2:12][NH2:13])=[CH:10][CH:9]=1)[C:2]1[CH:7]=[CH:6][CH:5]=[CH:4][CH:3]=1.Cl[CH2:17][C:18]1[N:19]=[C:20]([C:23]2[CH:31]=[CH:30][C:26]([C:27](Cl)=[O:28])=[CH:25][CH:24]=2)[S:21][CH:22]=1.[CH:32]1([C:38](Cl)=[O:39])[CH2:37][CH2:36][CH2:35][CH2:34][CH2:33]1.C[O:42][C:43](=[O:54])[CH2:44][O:45][C:46]1[CH:51]=[CH:50][C:49]([CH2:52][NH2:53])=[CH:48][CH:47]=1>>[CH:32]1([C:38]([N:53]([CH2:52][C:49]2[CH:50]=[CH:51][C:46]([O:45][CH2:44][C:43]([OH:54])=[O:42])=[CH:47][CH:48]=2)[CH2:17][C:18]2[N:19]=[C:20]([C:23]3[CH:31]=[CH:30][C:26]([C:27]([NH:13][CH2:12][C:11]4[CH:10]=[CH:9][C:8]([O:1][C:2]5[CH:3]=[CH:4][CH:5]=[CH:6][CH:7]=5)=[CH:15][CH:14]=4)=[O:28])=[CH:25][CH:24]=3)[S:21][CH:22]=2)=[O:39])[CH2:37][CH2:36][CH2:35][CH2:34][CH2:33]1. Reported procedure: The title compound was prepared following the procedure A using 4-phenoxybenzylamine, 4-[4-(chloromethyl)-1,3-thiazol-2-yl]benzoyl chloride, cyclohexanecarbonyl chloride and methyl[4-(aminomethyl)phenoxy]acetate, acetate salt. M+(ESI): 690.2 Reactants: OCC1CCCN1Cc1ccccc1, ClC(Cl)Cl, O=S(Cl)Cl. Product: ClCC1CCCN1Cc1ccccc1. Reaction SMILES: [CH2:1]([c:2]1[cH:3][cH:4][cH:5][cH:6][cH:7]1)[N:8]1[CH:9]([CH2:13][OH:14])[CH2:10][CH2:11][CH2:12]1.[CH:19]([Cl:20])([Cl:21])[Cl:22].[S:15]([Cl:16])([Cl:17])=[O:18]>>[CH2:1]([c:2]1[cH:3][cH:4][cH:5][cH:6][cH:7]1)[N:8]1[CH:9]([CH2:13][Cl:17])[CH2:10][CH2:11][CH2:12]1. Starting materials: CN1CCN(CC1)CC1=CC=C(C(=O)NC2=CC(=C(C=C2)C)NC2=NC=CC(=N2)C=2C=NC=CC2)C=C1 (4-[(4-Methyl-1-piperazinyl)methyl]-N-[4-methyl-3-[[4-(3-pyridinyl)-2-pyrimidinyl]amino]phenyl]-benzamide), O[C@H](C(=O)O)CC(=O)O ((2S)-(−)-hydroxybutanedioic acid). Solvent: O (water). Product: CN1CCN(CC1)CC1=CC=C(C(=O)NC2=CC(=C(C=C2)C)NC2=NC=CC(=N2)C=2C=NC=CC2)C=C1 (4-[(4-methyl-1-piperazinyl)methyl]-N-[4-methyl-3-[[4-(3-pyridinyl)-2-pyrimidinyl]amino]phenyl]benzamide), C(C(O)CC(=O)[O-])(=O)[O-] (malate). As a reaction SMILES: [CH3:1][N:2]1[CH2:7][CH2:6][N:5]([CH2:8][C:9]2[CH:37]=[CH:36][C:12]([C:13]([NH:15][C:16]3[CH:21]=[CH:20][C:19]([CH3:22])=[C:18]([NH:23][C:24]4[N:29]=[C:28]([C:30]5[CH:31]=[N:32][CH:33]=[CH:34][CH:35]=5)[CH:27]=[CH:26][N:25]=4)[CH:17]=3)=[O:14])=[CH:11][CH:10]=2)[CH2:4][CH2:3]1.[OH:38][C@@H:39]([CH2:43][C:44]([OH:46])=[O:45])[C:40]([OH:42])=[O:41]>O>[CH3:1][N:2]1[CH2:7][CH2:6][N:5]([CH2:8][C:9]2[CH:10]=[CH:11][C:12]([C:13]([NH:15][C:16]3[CH:21]=[CH:20][C:19]([CH3:22])=[C:18]([NH:23][C:24]4[N:29]=[C:28]([C:30]5[CH:31]=[N:32][CH:33]=[CH:34][CH:35]=5)[CH:27]=[CH:26][N:25]=4)[CH:17]=3)=[O:14])=[CH:36][CH:37]=2)[CH2:4][CH2:3]1.[C:40]([O-:42])(=[O:41])[CH:39]([CH2:43][C:44]([O-:46])=[O:45])[OH:38]. Procedure: 4-[(4-Methyl-1-piperazinyl)methyl]-N-[4-methyl-3-[[4-(3-pyridinyl)-2-pyrimidinyl]amino]phenyl]-benzamide (4.94 g, 10 mmol) is added to a solution of (2S)-(−)-hydroxybutanedioic acid (L-(−)-malic acid; Fluka, Buchs, Switzerland; 1.34 g, 10 mmol) in water (40 mL). The mixture is heated and the resulting hot solution is filtered and evaporated to dryness under reduced pressure to give a residue which is re-crystallized from ethanol, filtered and dried to give 4-[(4-methyl-1-piperazinyl)methyl]-N-[4... The reactants are S1C=C(C=C1)C=1N(C=CN1)CC=1C=C(C=CC1)C1=C(SC(=C1)CC(C)C)S(=O)(=O)NC(C)(C)C (3-[3-(2-Thiophen-3-yl-imidazol-1-ylmethyl)-phenyl]-5-iso-butyl-N-tert-butyl-thiophene-2-sulfonamide), B(Cl)(Cl)Cl (BCl3), C(=O)([O-])[O-].[Na+].[Na+] (Na2CO3), ClC(=O)OCCCC (butyl chloroformate). Solvent: C(Cl)Cl (CH2Cl2), O (water), C(Cl)Cl (CH2Cl2). Conditions: time 1 hour. The product is C(CCC)OC(=O)NS(=O)(=O)C=1SC(=CC1C1=CC(=CC=C1)CN1C(=NC=C1)C1=CSC=C1)CC(C)C (N-Butyloxycarbonyl-3-[3-(2-thiophen-3-yl-imidazol-1-ylmethyl)-phenyl]-5-iso-butylthiophene-2-sulfonamide). Yield: 67.0%. As a reaction SMILES: [S:1]1[CH:5]=[CH:4][C:3]([C:6]2[N:7]([CH2:11][C:12]3[CH:13]=[C:14]([C:18]4[CH:22]=[C:21]([CH2:23][CH:24]([CH3:26])[CH3:25])[S:20][C:19]=4[S:27]([NH:30]C(C)(C)C)(=[O:29])=[O:28])[CH:15]=[CH:16][CH:17]=3)[CH:8]=[CH:9][N:10]=2)=[CH:2]1.B(Cl)(Cl)Cl.C([O-])([O-])=O.[Na+].[Na+].Cl[C:46]([O:48][CH2:49][CH2:50][CH2:51][CH3:52])=[O:47]>C(Cl)Cl.O>[CH2:49]([O:48][C:46]([NH:30][S:27]([C:19]1[S:20][C:21]([CH2:23][CH:24]([CH3:25])[CH3:26])=[CH:22][C:18]=1[C:14]1[CH:15]=[CH:16][CH:17]=[C:12]([CH2:11][N:7]2[CH:8]=[CH:9][N:10]=[C:6]2[C:3]2[CH:4]=[CH:5][S:1][CH:2]=2)[CH:13]=1)(=[O:29])=[O:28])=[O:47])[CH2:50][CH2:51][CH3:52] |f:2.3.4|. Procedure details: To a solution of 3-[3-(2-thiophen-3-yl-imidazol-1-ylmethyl)-phenyl]-5-iso-butyl-N-tert-butylthiophene-2-sulfonamide (38.2 mg, 0.0744 mmol; see step (a)) in CH2Cl2 (1 mL) was added BCl3 (0.2 mL, 1.0 M in hexane) and the reaction mixture was stirred for 1 h at ambient temperature. The reaction mixture was concentrated in vacuo. Water (5 mL) was added to the residue and this was then extracted with EtOAc. The combined organic phase was washed with water and brine, dried (over anhydrous MgSO4) and c... Reactants: CS(=O)(=O)Cl, CCOC(C)=O, CC(C)CCn1c(=O)c(C2=NS(=O)(=O)c3cc(N)ccc3N2)c(O)c2cccnc21, c1ccncc1. The product is CC(C)CCn1c(=O)c(C2=NS(=O)(=O)c3cc(NS(C)(=O)=O)ccc3N2)c(O)c2cccnc21. Reaction SMILES: [CH3:31][S:32]([Cl:33])(=[O:34])=[O:35].[CH3:42][CH2:43][O:44][C:45](=[O:46])[CH3:47].[NH2:1][c:2]1[cH:3][c:4]2[c:5]([cH:29][cH:30]1)[NH:6][C:7]([c:12]1[c:13](=[O:28])[n:14]([CH2:23][CH2:24][CH:25]([CH3:26])[CH3:27])[c:15]3[n:16][cH:17][cH:18][cH:19][c:20]3[c:21]1[OH:22])=[N:8][S:9]2(=[O:10])=[O:11].[cH:36]1[cH:37][cH:38][n:39][cH:40][cH:41]1>>[NH:1]([c:2]1[cH:3][c:4]2[c:5]([cH:29][cH:30]1)[NH:6][C:7]([c:12]1[c:13](=[O:28])[n:14]([CH2:23][CH2:24][CH:25]([CH3:26])[CH3:27])[c:15]3[n:16][cH:17][cH:18][cH:19][c:20]3[c:21]1[OH:22])=[N:8][S:9]2(=[O:10])=[O:11])[S:32]([CH3:31])(=[O:34])=[O:35].